Dataset: the Open Reaction Database (ORD), a public repository of structured organic reaction records. Task: describe an organic reaction: reactants, conditions, products, and yield Product: ClC=1C=C(C=CC1Cl)C1=CC(=NO1)C=1C=NC=CC1 (5-(3,4-Dichlorophenyl)-3-(pyridin-3-yl)isoxazole). As a reaction SMILES: [OH:1][N:2]=[C:3](Cl)[C:4]1[CH:9]=[CH:8][CH:7]=[N:6][CH:5]=1.[Cl:11][C:12]1[CH:17]=[CH:16][C:15]([C:18]#[CH:19])=[CH:14][C:13]=1[Cl:20].N>>[Cl:20][C:13]1[CH:14]=[C:15]([C:18]2[O:1][N:2]=[C:3]([C:4]3[CH:5]=[N:6][CH:7]=[CH:8][CH:9]=3)[CH:19]=2)[CH:16]=[CH:17][C:12]=1[Cl:11]. Reactants: hydrochloride salt, N (NH3), ON=C(C1=CN=CC=C1)Cl (N-Hydroxynicotinimidoyl chloride), ClC1=C(C=C(C=C1)C#C)Cl (1,2-dichloro-4-ethynylbenzene). Reported procedure: The titled compound was prepared as the hydrochloride salt according to Method CB using the product of Example 1A (78 mg, 0.5 mmol) and 1,2-dichloro-4-ethynylbenzene (Aldrich, 86 mg, 0.5 mmol). 1H NMR (300 MHz, DMSO-d6) δ 7.69 (dd, J=8.1, 5.0 Hz, 1H), 7.82-8.00 (m, 3H), 8.21 (d, J=2.0 Hz, 1H), 8.38 (dt, J=7.9, 1.8 Hz, 1H), 8.78 (dd, J=4.8, 1.6 Hz, 1H), 9.14 (d, J=1.2 Hz, 1H) ppm; MS (DCI/NH3) m/z 293 (M+H)+, 291 (M+H)+. Reactants: ClC1=CC=C2C=NN3C(C2=C1)=C(C=C(C3=O)C3=CC=CC=C3)C(=O)N(CC)CC (10-chloro-N,N-diethyl-4-oxo-3-phenyl-4H-pyrido[2,1-a]phthalazine-1-carboxamide), ice water, [BH4-].[Li+] (lithium borohydride), [BH4-].[Li+] (lithium borohydride). Run in O1CCCC1 (tetrahydrofuran). Conditions: time 4 hour. Product: ClC1=CC=C2CNN3C(C2=C1)=C(C=C(C3=O)C3=CC=CC=C3)C(=O)N(CC)CC (10-chloro-N,N-diethyl-6,7-dihydro-4-oxo-3-phenyl-4H-pyrido[2,1-a]phthalazine-1-carboxamide). RXN SMILES: [Cl:1][C:2]1[CH:11]=[C:10]2[C:5]([CH:6]=[N:7][N:8]3[C:15](=[O:16])[C:14]([C:17]4[CH:22]=[CH:21][CH:20]=[CH:19][CH:18]=4)=[CH:13][C:12]([C:23]([N:25]([CH2:28][CH3:29])[CH2:26][CH3:27])=[O:24])=[C:9]32)=[CH:4][CH:3]=1.[BH4-].[Li+]>O1CCCC1>[Cl:1][C:2]1[CH:11]=[C:10]2[C:5]([CH2:6][NH:7][N:8]3[C:15](=[O:16])[C:14]([C:17]4[CH:18]=[CH:19][CH:20]=[CH:21][CH:22]=4)=[CH:13][C:12]([C:23]([N:25]([CH2:28][CH3:29])[CH2:26][CH3:27])=[O:24])=[C:9]32)=[CH:4][CH:3]=1 |f:1.2|. Reported procedure: 2.7 g of 10-chloro-N,N-diethyl-4-oxo-3-phenyl-4H-pyrido[2,1-a]phthalazine-1-carboxamide are suspended in 65 ml of tetrahydrofuran under argon, whereupon 150 mg of lithium borohydride are added thereto, the mixture is stirred at room temperature for 4 hours, an additional 75 mg of lithium borohydride are added thereto and the mixture is stirred further until the reaction finishes. The reaction mixture is poured into 300 ml of ice-water, whereby the product crystallizes out. The crude product is c...